Dataset: the Open Reaction Database (ORD), a public repository of structured organic reaction records. Task: describe an organic reaction: reactants, conditions, products, and yield Reactants: C(=O)(C(F)(F)F)O (TFA), FC=1C=C(C=NC1OC)NC(OC(C)(C)C)=O (tert-butyl (5-fluoro-6-methoxypyridin-3-yl)carbamate). Run at time 1 hour. Product: FC=1C=C(C=NC1OC)N (5-fluoro-6-methoxypyridin-3-amine). Yield: 11.6%. As a reaction SMILES: C(O)(C(F)(F)F)=O.[F:8][C:9]1[CH:10]=[C:11]([NH:17]C(=O)OC(C)(C)C)[CH:12]=[N:13][C:14]=1[O:15][CH3:16]>>[F:8][C:9]1[CH:10]=[C:11]([NH2:17])[CH:12]=[N:13][C:14]=1[O:15][CH3:16]. Procedure: TFA (2 ml) was added to tert-butyl (5-fluoro-6-methoxypyridin-3-yl)carbamate (279 mg) obtained in the 1st step, followed by stirring at room temperature for 1 hour. The solvent was distilled away under reduced pressure and a 5M sodium hydroxide aqueous solution was added to the obtained residue at 0° C. so as to alkalify the mixture, followed by extraction with ethyl acetate. The organic layers were washed with saturated saline and dried over anhydrous sodium sulfate and the solvent was distille... Reactants: CC(C)CC(CC(CC(C)C)C)=O (2,6,8-trimethylnonan-4-one), C(C)(C)(C)C1=C(C(=CC(=C1)S)C(C)(C)C)O (2,6-di-tert-butyl-4-mercaptophenol). The solvent is CO (methyl alcohol). Product: C(C)(C)(C)C=1C=C(C=C(C1O)C(C)(C)C)SC(CC(C)C)(CC(CC(C)C)C)SC1=CC(=C(C(=C1)C(C)(C)C)O)C(C)(C)C (4,4-Bis(3,5-di-tert-butyl-4-hydroxyphenylthio)-2,6,8-trimethylnonane). RXN SMILES: [CH3:1][CH:2]([CH2:4][C:5](=O)[CH2:6][CH:7]([CH3:12])[CH2:8][CH:9]([CH3:11])[CH3:10])[CH3:3].[C:14]([C:18]1[CH:23]=[C:22]([SH:24])[CH:21]=[C:20]([C:25]([CH3:28])([CH3:27])[CH3:26])[C:19]=1[OH:29])([CH3:17])([CH3:16])[CH3:15]>CO>[C:14]([C:18]1[CH:23]=[C:22]([S:24][C:5]([S:24][C:22]2[CH:21]=[C:20]([C:25]([CH3:26])([CH3:27])[CH3:28])[C:19]([OH:29])=[C:18]([C:14]([CH3:17])([CH3:16])[CH3:15])[CH:23]=2)([CH2:6][CH:7]([CH3:12])[CH2:8][CH:9]([CH3:11])[CH3:10])[CH2:4][CH:2]([CH3:3])[CH3:1])[CH:21]=[C:20]([C:25]([CH3:28])([CH3:27])[CH3:26])[C:19]=1[OH:29])([CH3:17])([CH3:16])[CH3:15]. Procedure: The procedure of Example 1 is repeated using 9.22 grams of 2,6,8-trimethylnonan-4-one, 23.84 grams of 2,6-di-tert-butyl-4-mercaptophenol, and 150 ml of methyl alcohol. The product is purified by flask chromatography to give a clear syrup whose proton NMR spectrum is consistent with the desired structure. Starting materials: BrC1=CC(=C(C=C1)CC=1C(=NNC1C(C)C)O)C (4-[(4-bromo-2-methyl-phenyl)methyl]-5-isopropyl-1H-pyrazol-3-ol), C(C1=CC=CC=C1)(=O)O.C(C1=CC=CC=C1)(=O)O.C(C1=CC=CC=C1)(=O)O.C(C1=CC=CC=C1)(=O)O.[C@H]1([C@H](O)[C@@H](O)[C@H](O)[C@H](O1)CO)Br (alpha-D-glucopyranosyl bromide tetrabenzoate), ClCCl (dichloromethane), C([O-])([O-])=O.[K+].[K+] (potassium carbonate). The reagents and catalysts are [Cl-].C(C1=CC=CC=C1)[N+](CCCC)(CCCC)CCCC (benzyltributylammonium chloride). Solvent: O (water). Reaction conditions: time 8 hour. The product is C(C1=CC=CC=C1)(=O)O[C@H]1[C@H](OC2=NNC(=C2CC2=C(C=C(C=C2)Br)C)C(C)C)O[C@@H]([C@H]([C@@H]1OC(C1=CC=CC=C1)=O)OC(C1=CC=CC=C1)=O)COC(C1=CC=CC=C1)=O (4-(4-bromo-2-methylbenzyl)-5-(propan-2-yl)-1H-pyrazol-3-yl 2,3,4,6-tetra-O-benzoyl-beta-D-glucopyranoside). Yield: 98.9%. Reaction SMILES: [Br:1][C:2]1[CH:7]=[CH:6][C:5]([CH2:8][C:9]2[C:10]([OH:17])=[N:11][NH:12][C:13]=2[CH:14]([CH3:16])[CH3:15])=[C:4]([CH3:18])[CH:3]=1.[C:19]([OH:27])(=[O:26])[C:20]1[CH:25]=[CH:24][CH:23]=[CH:22][CH:21]=1.[C:28]([OH:36])(=[O:35])[C:29]1[CH:34]=[CH:33][CH:32]=[CH:31][CH:30]=1.[C:37]([OH:45])(=[O:44])[C:38]1[CH:43]=[CH:42][CH:41]=[CH:40][CH:39]=1.[C:46]([OH:54])(=[O:53])[C:47]1[CH:52]=[CH:51][CH:50]=[CH:49][CH:48]=1.[C@H:55]1(Br)[O:63][C@H:62]([CH2:64]O)[C@@H:60](O)[C@H:58](O)[C@H:56]1O.ClCCl.C(=O)([O-])[O-].[K+].[K+]>[Cl-].C([N+](CCCC)(CCCC)CCCC)C1C=CC=CC=1.O>[C:19]([O:27][C@@H:56]1[C@@H:58]([O:35][C:28](=[O:36])[C:29]2[CH:34]=[CH:33][CH:32]=[CH:31][CH:30]=2)[C@H:60]([O:44][C:37](=[O:45])[C:38]2[CH:43]=[CH:42][CH:41]=[CH:40][CH:39]=2)[C@@H:62]([CH2:64][O:53][C:46](=[O:54])[C:47]2[CH:52]=[CH:51][CH:50]=[CH:49][CH:48]=2)[O:63][C@H:55]1[O:17][C:10]1[C:9]([CH2:8][C:5]2[CH:6]=[CH:7][C:2]([Br:1])=[CH:3][C:4]=2[CH3:18])=[C:13]([CH:14]([CH3:15])[CH3:16])[NH:12][N:11]=1)(=[O:26])[C:20]1[CH:25]=[CH:24][CH:23]=[CH:22][CH:21]=1 |f:1.2.3.4.5,7.8.9,10.11|. Reported procedure: To a 1 L flask, add 4-[(4-bromo-2-methyl-phenyl)methyl]-5-isopropyl-1H-pyrazol-3-ol (20 g, 64.7 mmol), alpha-D-glucopyranosyl bromide tetrabenzoate (50 g, 76 mmol), benzyltributylammonium chloride (6 g, 19.4 mmol), dichloromethane (500 mL), potassium carbonate (44.7 g, 323 mmol) and water (100 mL). Stir the reaction mixture overnight at room temperature. Extract with dichloromethane (500 mL). Wash extract with water (300 mL) and brine (500 mL). Dry organic phase over sodium sulfate, filter, and ...